Dataset: the Open Reaction Database (ORD), a public repository of structured organic reaction records. Task: describe an organic reaction: reactants, conditions, products, and yield The reactants are COC(=O)c1sc(-c2ccccc2)cc1NC(=O)c1ccc(Cl)cc1, CO, C1CCOC1, O. The product is O=C(Nc1cc(-c2ccccc2)sc1C(=O)O)c1ccc(Cl)cc1. Reaction SMILES: [CH3:1][O:2][C:3](=[O:4])[c:5]1[s:6][c:7](-[c:20]2[cH:21][cH:22][cH:23][cH:24][cH:25]2)[cH:8][c:9]1[NH:10][C:11]([c:12]1[cH:13][cH:14][c:15]([Cl:18])[cH:16][cH:17]1)=[O:19].[CH3:31][OH:32].[O:26]1[CH2:27][CH2:28][CH2:29][CH2:30]1.[OH2:33]>>[O:2]=[C:3]([OH:4])[c:5]1[s:6][c:7](-[c:20]2[cH:21][cH:22][cH:23][cH:24][cH:25]2)[cH:8][c:9]1[NH:10][C:11]([c:12]1[cH:13][cH:14][c:15]([Cl:18])[cH:16][cH:17]1)=[O:19]. Reactants: ClC(COC(NC1=CC=C(C=C1)SC1=C(C=C(C=C1)C(NC1=NC=C(C=C1)Br)=O)NC=1C2=C(N=CN1)N=C(C=C2)C(C)C)=O)(Cl)Cl ({4-[4-(5-Bromo-pyridin-2-ylcarbamoyl)-2-(7-isopropyl-pyrido[2,3-d]pyrimidin-4-ylamino)-phenylsulfanyl]-phenyl}-carbamic acid 2,2,2-trichloro-ethyl ester), 1,8-diazobicyclo[5.4.0]undec-7-ene, C[C@H](C1=CC=CC=C1)N ((R)-(+)-α-methylbenzylamine), O1CCCC1 (tetrahydrofuran). Run at temperature 60 celsius. Yields the product C(C)(=O)[O-].[NH4+] (ammonium acetate), BrC=1C=CC(=NC1)NC(C1=CC(=C(C=C1)SC1=CC=C(C=C1)NC(=O)N[C@H](C)C1=CC=CC=C1)NC=1C2=C(N=CN1)N=C(C=C2)C(C)C)=O (N-(5-Bromo-pyridin-2-yl)-3-(7-isopropyl-pyrido[2,3-d]pyrimidin-4-ylamino)-4-{4-[3-((R)-1-phenyl-ethyl)-ureido]-phenylsulfanyl}-benzamide). Yield: 14.0%. As a reaction SMILES: ClC(Cl)(Cl)C[O:4][C:5](=O)[NH:6][C:7]1[CH:12]=[CH:11][C:10]([S:13][C:14]2[CH:19]=[CH:18][C:17]([C:20](=[O:29])[NH:21][C:22]3[CH:27]=[CH:26][C:25]([Br:28])=[CH:24][N:23]=3)=[CH:16][C:15]=2[NH:30][C:31]2[C:32]3[CH:40]=[CH:39][C:38]([CH:41]([CH3:43])[CH3:42])=[N:37][C:33]=3[N:34]=[CH:35][N:36]=2)=[CH:9][CH:8]=1.[CH3:47][C@@H:48]([NH2:55])[C:49]1[CH:54]=[CH:53][CH:52]=[CH:51][CH:50]=1.[O:56]1CCCC1>>[C:20]([O-:29])(=[O:56])[CH3:17].[NH4+:6].[Br:28][C:25]1[CH:26]=[CH:27][C:22]([NH:21][C:20](=[O:29])[C:17]2[CH:18]=[CH:19][C:14]([S:13][C:10]3[CH:9]=[CH:8][C:7]([NH:6][C:5]([NH:55][C@@H:48]([C:49]4[CH:54]=[CH:53][CH:52]=[CH:51][CH:50]=4)[CH3:47])=[O:4])=[CH:12][CH:11]=3)=[C:15]([NH:30][C:31]3[C:32]4[CH:40]=[CH:39][C:38]([CH:41]([CH3:43])[CH3:42])=[N:37][C:33]=4[N:34]=[CH:35][N:36]=3)[CH:16]=2)=[N:23][CH:24]=1 |f:3.4|. Procedure details: The product of Example 364E (152 mg, 0.2 mmol) in tetrahydrofuran (2 mL) was treated with 1,8-diazobicyclo[5.4.0]undec-7-ene (60 μL, 0.4 mm01) and (R)-(+)-α-methylbenzylamine (121 mg, 1.0 mmol) and heated at 60° C. for 1 hour in a sealed tube. The reaction mixture was cooled, concentrated and the residue was purified by preparative HPLC on a Waters Symmetry C8 column (40 mm×100 mm, 7 um particle size) using a gradient of 10% to 100% acetonitrile: aqueous ammonium acetate (10 mM) over 12 min (15 ...